Dataset: the Open Reaction Database (ORD), a public repository of structured organic reaction records. Task: describe an organic reaction: reactants, conditions, products, and yield The reactants are OC1=CC=C2C(=NC=NC2=C1)SCCOC (7-hydroxy-4-(2-methoxyethylsulphanyl)quinazoline), C1(=CC=CC=C1)P(C1=CC=CC=C1)C1=CC=CC=C1 (triphenylphosphine), CS(=O)(=O)CCCO (3-(methylsulphonyl)-1-propanol), N(=NC(=O)OCC)C(=O)OCC (diethyl azodicarboxylate). Solvent: C(Cl)Cl (methylene chloride). Run at time 3 hour. Yields the product COCCSC1=NC=NC2=CC(=CC=C12)OCCCS(=O)(=O)C (4-(2-methoxyethylsulphanyl)-7-(3-methylsulphonylpropoxy)quinazoline). Isolated yield 70.9%. As a reaction SMILES: [OH:1][C:2]1[CH:11]=[C:10]2[C:5]([C:6]([S:12][CH2:13][CH2:14][O:15][CH3:16])=[N:7][CH:8]=[N:9]2)=[CH:4][CH:3]=1.C1(P(C2C=CC=CC=2)C2C=CC=CC=2)C=CC=CC=1.[CH3:36][S:37]([CH2:40][CH2:41][CH2:42]O)(=[O:39])=[O:38].N(C(OCC)=O)=NC(OCC)=O>C(Cl)Cl>[CH3:16][O:15][CH2:14][CH2:13][S:12][C:6]1[C:5]2[C:10](=[CH:11][C:2]([O:1][CH2:42][CH2:41][CH2:40][S:37]([CH3:36])(=[O:39])=[O:38])=[CH:3][CH:4]=2)[N:9]=[CH:8][N:7]=1. Procedure: A solution of 7-hydroxy-4-(2-methoxyethylsulphanyl)quinazoline (0.1 g, 3.8 mmol) in methylene chloride (20nil) containing triphenylphosphine (1.7 g, 6.36 mmol), 3-(methylsulphonyl)-1-propanol (0.85 g, 6 mmol) and diethyl azodicarboxylate (1.05 ml, 6.36 mmol) was stirred for 3 hours at ambient temperature. After partial evaporation of the methylene chloride, ethyl acetate was added. The precipitate was collected by filtration, washed with ether and dried under vacuum to give 4-(2-methoxyethylsulp... Reactants: N[C@H]1CN(CC1)C1=C(C=C(C=C1)N1C(C2=CC=C(C=C2CC1)OC[C@H]1OCCC1)=O)F (2-[4-((R)-3-Amino-pyrrolidin-1-yl)-3-fluoro-phenyl]-6-[(S)-1-(tetrahydro-furan-2-yl)methoxy]-3,4-dihydro-2H-isoquinolin-1-one), BrCCCOC (1-Bromo-3-methoxypropane). Yields the product FC=1C=C(C=CC1N1C[C@@H](CC1)NCCCOC)N1C(C2=CC=C(C=C2CC1)OC[C@H]1OCCC1)=O (2-{3-Fluoro-4-[(R)-3-(3-methoxy-propylamino)-pyrrolidin-1-yl]-phenyl}-6-[(S)-1-(tetrahydro-furan-2-yl)methoxy]-3,4-dihydro-2H-isoquinolin-1-one). As a reaction SMILES: [NH2:1][C@@H:2]1[CH2:6][CH2:5][N:4]([C:7]2[CH:12]=[CH:11][C:10]([N:13]3[CH2:22][CH2:21][C:20]4[C:15](=[CH:16][CH:17]=[C:18]([O:23][CH2:24][C@@H:25]5[CH2:29][CH2:28][CH2:27][O:26]5)[CH:19]=4)[C:14]3=[O:30])=[CH:9][C:8]=2[F:31])[CH2:3]1.Br[CH2:33][CH2:34][CH2:35][O:36][CH3:37]>>[F:31][C:8]1[CH:9]=[C:10]([N:13]2[CH2:22][CH2:21][C:20]3[C:15](=[CH:16][CH:17]=[C:18]([O:23][CH2:24][C@@H:25]4[CH2:29][CH2:28][CH2:27][O:26]4)[CH:19]=3)[C:14]2=[O:30])[CH:11]=[CH:12][C:7]=1[N:4]1[CH2:5][CH2:6][C@@H:2]([NH:1][CH2:33][CH2:34][CH2:35][O:36][CH3:37])[CH2:3]1. Procedure: 2-[4-((R)-3-Amino-pyrrolidin-1-yl)-3-fluoro-phenyl]-6-[(S)-1-(tetrahydro-furan-2-yl)methoxy]-3,4-dihydro-2H-isoquinolin-1-one was reacted with 1-Bromo-3-methoxypropane by method X. The product with the molecular weight of 497.62 (C28H36FN3O4) was obtained in this way; MS (ESI): 498 (M+H+). Starting materials: COC(=O)C(CC1CCCC1)c1ccc(S(C)(=O)=O)c(C(F)(F)F)c1, [Li+], C1CCOC1, [OH-], O. Product: CS(=O)(=O)c1ccc(C(CC2CCCC2)C(=O)O)cc1C(F)(F)F. As a reaction SMILES: [CH3:1][O:2][C:3]([CH:4]([CH2:5][CH:6]1[CH2:7][CH2:8][CH2:9][CH2:10]1)[c:11]1[cH:12][c:13]([C:21]([F:22])([F:23])[F:24])[c:14]([S:17](=[O:18])(=[O:19])[CH3:20])[cH:15][cH:16]1)=[O:25].[Li+:26].[O:29]1[CH2:30][CH2:31][CH2:32][CH2:33]1.[OH-:27].[OH2:28]>>[O:2]=[C:3]([CH:4]([CH2:5][CH:6]1[CH2:7][CH2:8][CH2:9][CH2:10]1)[c:11]1[cH:12][c:13]([C:21]([F:22])([F:23])[F:24])[c:14]([S:17](=[O:18])(=[O:19])[CH3:20])[cH:15][cH:16]1)[OH:25]. The reactants are O.O.O.O.O.O.O.O.O.[S-2].[Na+].[Na+] (sodium sulfide nonahydrate), BrCCC1=CC=CC=C1 (2-bromoethylbenzene), CO (methanol). Run in O1CCCC1 (tetrahydrofuran). Reaction conditions: time 24 hour. Product: C1(=CC=CC=C1)CCSCCC1=CC=CC=C1 (Bis-(2- phenylethyl)sulfide). As a reaction SMILES: O.O.O.O.O.O.O.O.O.[S-2:10].[Na+].[Na+].Br[CH2:14][CH2:15][C:16]1[CH:21]=[CH:20][CH:19]=[CH:18][CH:17]=1.CO>O1CCCC1>[C:16]1([CH2:15][CH2:14][S:10][CH2:14][CH2:15][C:16]2[CH:21]=[CH:20][CH:19]=[CH:18][CH:17]=2)[CH:21]=[CH:20][CH:19]=[CH:18][CH:17]=1 |f:0.1.2.3.4.5.6.7.8.9.10.11|. Reported procedure: A solution of 7.65 g (32 mmol) of sodium sulfide nonahydrate and 8.7 ml (64 mmol) of 2-bromoethylbenzene in 150 ml of 1:1 tetrahydrofuran:methanol was heated at reflux under inert atmosphere. After 24 h, the solution was allowed to cool and concentrated in vacuo to give the crude desired compound. Starting materials: O=Cc1cc(Br)ccc1F, CCOC(=O)Cc1cc(O)ccc1C(F)(F)F. Product: CCOC(=O)Cc1cc(Oc2ccc(Br)cc2C=O)ccc1C(F)(F)F. Reaction SMILES: [Br:18][c:19]1[cH:20][cH:21][c:22]([F:27])[c:23]([CH:24]=[O:25])[cH:26]1.[CH2:1]([CH3:2])[O:3][C:4]([CH2:5][c:6]1[c:7]([C:13]([F:14])([F:15])[F:16])[cH:8][cH:9][c:10]([OH:12])[cH:11]1)=[O:17]>>[CH2:1]([CH3:2])[O:3][C:4]([CH2:5][c:6]1[c:7]([C:13]([F:14])([F:15])[F:16])[cH:8][cH:9][c:10]([O:12][c:22]2[cH:21][cH:20][c:19]([Br:18])[cH:26][c:23]2[CH:24]=[O:25])[cH:11]1)=[O:17]. Starting materials: N([C@H](CCCC)C(=O)O)C(=O)OCC1C2=CC=CC=C2C2=CC=CC=C12 (Fmoc-D-Nle-OH), compound ( 1 ), N([C@H](CC1=CC=CC=C1)C(=O)O)C(=O)OCC1C2=CC=CC=C2C2=CC=CC=C12 (Fmoc-D-Phe-OH), N1([C@@H](C(=O)O)CCC1)C(=O)OCC1C2=CC=CC=C2C2=CC=CC=C12 (Fmoc-D-Pro-OH), amino acid, N([C@H](CC1=CC=CC=C1)C(=O)O)C(=O)OC(C)(C)C (Boc-D-Phe-OH), N([C@H](CCCNC(NS(=O)(=O)C1=C(C)C(C)=C2OC(C)(C)CC2=C1C)=N)C(=O)O)C(=O)OCC1C2=CC=CC=C2C2=CC=CC=C12 (Fmoc-D-Arg(Pbf)-OH). Run at time 20 minute. The product is N[C@H](CC1=CC=CC=C1)C(=O)N[C@H](CC1=CC=CC=C1)C(=O)N[C@H](CCCC)C(=O)N[C@H](CCCNC(N)=N)C(=O)N1[C@@H](C(=O)O)CCC1 (D-Phe-D-Phe-D-Nle-D-Arg-D-Pro-OH). Reaction SMILES: [NH:1]([C:13]([O:15]C(C)(C)C)=O)[C@@H:2]([C:10]([OH:12])=O)[CH2:3][C:4]1[CH:9]=[CH:8][CH:7]=[CH:6][CH:5]=1.[NH:20](C(OCC1C2C(=CC=CC=2)C2C1=CC=CC=2)=O)[C@@H:21](C(O)=O)[CH2:22][C:23]1[CH:28]=[CH:27][CH:26]=[CH:25][CH:24]=1.[NH:49]([C:58]([O:60]CC1C2C(=CC=CC=2)C2C1=CC=CC=2)=O)[C@@H:50]([C:55]([OH:57])=[O:56])[CH2:51][CH2:52][CH2:53]C.[NH:75]([C:104]([O:106]CC1C2C(=CC=CC=2)C2C1=CC=CC=2)=O)[C@@H:76](C(O)=O)[CH2:77][CH2:78][CH2:79][NH:80][C:81](=[NH:100])[NH:82]S(C1C(C)=C2C(OC(C2)(C)C)=C(C)C=1C)(=O)=O.[N:121]1(C(OCC2C3C(=CC=CC=3)C3C2=CC=CC=3)=O)[CH2:128][CH2:127][CH2:126][C@@H:122]1[C:123](O)=O>>[NH2:20][C@@H:21]([C:13]([NH:1][C@@H:2]([C:10]([NH:121][C@@H:128]([C:104]([NH:75][C@@H:76]([C:58]([N:49]1[CH2:53][CH2:52][CH2:51][C@@H:50]1[C:55]([OH:57])=[O:56])=[O:60])[CH2:77][CH2:78][CH2:79][NH:80][C:81](=[NH:100])[NH2:82])=[O:106])[CH2:127][CH2:126][CH2:122][CH3:123])=[O:12])[CH2:3][C:4]1[CH:5]=[CH:6][CH:7]=[CH:8][CH:9]=1)=[O:15])[CH2:22][C:23]1[CH:24]=[CH:25][CH:26]=[CH:27][CH:28]=1. Procedure details: The compound was prepared according to the procedure described in the synthesis of compound (1). The amino acid derivatives used were Boc-D-Phe-OH, Fmoc-D-Phe-OH, Fmoc-D-Nle-OH, Fmoc-D-Arg(Pbf)-OH, and Fmoc-D-Pro-OH. Final purified peptide: amorphous powder, 140 mg in yield in a synthesis scale of 0.3 mmol. HPLC analysis: tR=20.23 min, purity 99.7%, gradient 10% B to 30% B over 20 min; MS (M+H+): expected molecular ion mass 679.4, observed 679.5. Reactants: NC=1C=CC2=C(C(OC(N2C)=O)(C)C)C1 (6-amino-1,4,4-trimethyl-1,4-dihydro-2H-3,1-benzoxazin-2-one), BrC1=CC=C(C=C1)B(O)O (4-bromophenyl boronic acid). Yields the product BrC1=CC=C(C=C1)NC=1C=CC2=C(C(OC(N2C)=O)(C)C)C1 (6-[(4-bromophenyl)amino]-1,4,4-trimethyl-1,4-dihydro-2H-3,1-benzoxazin-2-one). As a reaction SMILES: [NH2:1][C:2]1[CH:3]=[CH:4][C:5]2[N:10]([CH3:11])[C:9](=[O:12])[O:8][C:7]([CH3:14])([CH3:13])[C:6]=2[CH:15]=1.[Br:16][C:17]1[CH:22]=[CH:21][C:20](B(O)O)=[CH:19][CH:18]=1>>[Br:16][C:17]1[CH:22]=[CH:21][C:20]([NH:1][C:2]2[CH:3]=[CH:4][C:5]3[N:10]([CH3:11])[C:9](=[O:12])[O:8][C:7]([CH3:13])([CH3:14])[C:6]=3[CH:15]=2)=[CH:19][CH:18]=1. Reported procedure: Prepared from 6-amino-1,4,4-trimethyl-1,4-dihydro-2H-3,1-benzoxazin-2-one and 4-bromophenyl boronic acid according to the coupling procedure described in example 1. MS (ESI) m/z 361/363 ([M+H]+); MS (ESI) m/z 359/361 ([M−H]−); Anal. calcd for C17H17BrN2O2: C, 56.52; H, 4.74; N, 7.75. Found: C, 56.98; H, 4.34; N, 7.30. The reactants are C(C)OC(=O)C=1C(NC2=NC=C(C=C2C1N1CCN(CC1)C(=O)C=1SC=CC1)F)=O (6-Fluoro-2-oxo-4-[4-(thiophene-2-carbonyl)-piperazin-1-yl]-1,2-dihydro-[1,8]-naphthyridine-3-carboxylic acid ethyl ester), FC=1C=C(CBr)C=CC1 (3-fluorobenzyl bromide). Yields the product C(C)OC(=O)C=1C(N(C2=NC=C(C=C2C1N1CCN(CC1)C(=O)C=1SC=CC1)F)CC1=CC(=CC=C1)F)=O (6-Fluoro-1-(3-fluorobenzyl)-2-oxo-4-[4-(thiophene-2-carbonyl)-piperazin-1-yl]-1,2-dihydro-[1,8]-naphthyridine-3-carboxylic acid ethyl ester). As a reaction SMILES: [CH2:1]([O:3][C:4]([C:6]1[C:7](=[O:30])[NH:8][C:9]2[C:14]([C:15]=1[N:16]1[CH2:21][CH2:20][N:19]([C:22]([C:24]3[S:25][CH:26]=[CH:27][CH:28]=3)=[O:23])[CH2:18][CH2:17]1)=[CH:13][C:12]([F:29])=[CH:11][N:10]=2)=[O:5])[CH3:2].[F:31][C:32]1[CH:33]=[C:34]([CH:37]=[CH:38][CH:39]=1)[CH2:35]Br>>[CH2:1]([O:3][C:4]([C:6]1[C:7](=[O:30])[N:8]([CH2:35][C:34]2[CH:37]=[CH:38][CH:39]=[C:32]([F:31])[CH:33]=2)[C:9]2[C:14]([C:15]=1[N:16]1[CH2:21][CH2:20][N:19]([C:22]([C:24]3[S:25][CH:26]=[CH:27][CH:28]=3)=[O:23])[CH2:18][CH2:17]1)=[CH:13][C:12]([F:29])=[CH:11][N:10]=2)=[O:5])[CH3:2]. Reported procedure: This compound was prepared from 6-fluoro-2-oxo-4-[4-(thiophene-2-carbonyl)-piperazin-1-yl]-1,2-dihydro-[1,8]-naphthyridine-3-carboxylic acid ethyl ester (80) and 3-fluorobenzyl bromide according to General Procedure B. Yield 113 mg (8%), MP 113° C.; 1H-NMR (DMSO-d6): δ 1.29 (t, J=7.2 Hz, 3H), 3.15 (m, 4H), 3.90 (m, 4H), 4.33 (q, J=7.2 Hz, 2H), 5.55 (s, 2H), 7.08 (m, 3H), 7.15 (dd, J=3.6, 5.2 Hz, 1H), 7.34 (m, 1H), 7.46 (dd, J=1.2, 3.6 Hz, 1H), 7.80 (dd, J=1.2, 5.2 Hz, 1H), 8.17 (dd, J=2.8, 8.8 H... Starting materials: COC(C[C@@H]1COC2=C1C=CC(=C2)O[C@@H]2CCC1=C(C(=CC=C21)C(F)(F)F)Br)=O ({(S)-6-[(R)-4-bromo-5-trifluoromethyl-indan-1-yloxy]-2,3-dihydro-benzofuran-3-yl}-acetic acid methyl ester), C12C[NH+](CC2C1)C[B-](F)(F)F ((3-azonia-bicyclo[3.1.0]hex-3-yl)methyltrifluoroborate), Intermediate 3. The product is COC(C[C@@H]1COC2=C1C=CC(=C2)O[C@@H]2CCC1=C(C(=CC=C21)C(F)(F)F)CN2CC1CC1C2)=O ({(S)-6-[(R)-4-(3-Aza-bicyclo[3.1.0]hex-3-ylmethyl)-5-trifluoromethyl-indan-1-yloxy]-2,3-dihydro-benzofuran-3-yl}-acetic acid methyl ester). As a reaction SMILES: [CH3:1][O:2][C:3](=[O:29])[CH2:4][C@H:5]1[C:9]2[CH:10]=[CH:11][C:12]([O:14][C@H:15]3[C:23]4[C:18](=[C:19](Br)[C:20]([C:24]([F:27])([F:26])[F:25])=[CH:21][CH:22]=4)[CH2:17][CH2:16]3)=[CH:13][C:8]=2[O:7][CH2:6]1.[CH:30]12[CH2:35][CH:34]1[CH2:33][NH+:32]([CH2:36][B-](F)(F)F)[CH2:31]2>>[CH3:1][O:2][C:3](=[O:29])[CH2:4][C@H:5]1[C:9]2[CH:10]=[CH:11][C:12]([O:14][C@H:15]3[C:23]4[C:18](=[C:19]([CH2:36][N:32]5[CH2:33][CH:34]6[CH:30]([CH2:35]6)[CH2:31]5)[C:20]([C:24]([F:27])([F:26])[F:25])=[CH:21][CH:22]=4)[CH2:17][CH2:16]3)=[CH:13][C:8]=2[O:7][CH2:6]1. Reported procedure: The title compound is prepared from {(S)-6-[(R)-4-bromo-5-trifluoromethyl-indan-1-yloxy]-2,3-dihydro-benzofuran-3-yl}-acetic acid methyl ester and (3-azonia-bicyclo[3.1.0]hex-3-yl)methyltrifluoroborate following a procedure analogous to that described for Intermediate 3. LC (method 1): tR=0.96 min; Mass spectrum (ESI+): m/z=488 [M+H]+.